Dataset: the Open Reaction Database (ORD), a public repository of structured organic reaction records. Task: describe an organic reaction: reactants, conditions, products, and yield Starting materials: NC1=CC(NC=C1)=O (4-aminopyridin-2(1H)-one), [H-].[Na+] (NaH), O (H2O), BrCCO[Si](C)(C)C(C)(C)C ((2-bromoethoxy)(tert-butyl)dimethylsilane). Solvent: CN(C)C=O (DMF). Run at temperature 78 celsius. The product is NC1=CC(N(C=C1)CCO[Si](C)(C)C(C)(C)C)=O (4-amino-1-[2-(tert-butyl-dimethyl-silanyloxy)-ethyl]-1H-pyridin-2-one). Isolated yield 41.0%. RXN SMILES: [NH2:1][C:2]1[CH:7]=[CH:6][NH:5][C:4](=[O:8])[CH:3]=1.[H-].[Na+].Br[CH2:12][CH2:13][O:14][Si:15]([C:18]([CH3:21])([CH3:20])[CH3:19])([CH3:17])[CH3:16].O>CN(C=O)C>[NH2:1][C:2]1[CH:7]=[CH:6][N:5]([CH2:12][CH2:13][O:14][Si:15]([C:18]([CH3:21])([CH3:20])[CH3:19])([CH3:17])[CH3:16])[C:4](=[O:8])[CH:3]=1 |f:1.2|. Reported procedure: To a solution of 4-aminopyridin-2(1H)-one (Molbridge) (0.9 g, 8.17 mmol) in DMF (30 mL) was added NaH (60%, 490 mg, 12.3 mmol). The mixture was stirred at room temperature for 30 min before (2-bromoethoxy)(tert-butyl)dimethylsilane (2.15 g, 8.99 mmol) was added. The reaction mixture was heated at 78° C. for 15 h. The mixture was cooled and poured into H2O (100 mL) and extracted with ethyl acetate (3×50 mL). The organic layers were combined, washed with H2O (5×50 mL), brine (50 mL), dried over Mg... The product is COP(=O)(O)OC1COC2C(O[N+](=O)[O-])COC12. As a reaction SMILES: [Br:1][Si:2]([CH3:3])([CH3:4])[CH3:5].[CH3:25][OH:26].[CH3:27][C:28]#[N:29].[P:6](=[O:7])([O:8][CH3:9])([O:10][CH3:11])[O:12][CH:13]1[CH:14]2[CH:15]([O:16][CH2:17]1)[CH:18]([O:21][N+:22](=[O:23])[O-:24])[CH2:19][O:20]2>>[P:6](=[O:7])([O:8][CH3:9])([OH:10])[O:12][CH:13]1[CH:14]2[CH:15]([O:16][CH2:17]1)[CH:18]([O:21][N+:22](=[O:23])[O-:24])[CH2:19][O:20]2. Starting materials: C[Si](C)(C)Br, CO, CC#N, COP(=O)(OC)OC1COC2C(O[N+](=O)[O-])COC12. The reactants are COC(=O)N1CC[C@@H]2[C@](CCC[C@H]12)(C#CC=1C=C(C=CC1)C)O ((3aS,4R,7aS)-4-hydroxy-4-m-tolylethynyl-octahydro-indole-1-carboxylic acid methyl ester), C(C)N(C(=O)CCCC(=O)O)CC (4-diethylcarbamoyl-butyric acid). Yields the product C(C)N(C(CCCC(=O)O[C@@]1([C@@H]2CCN([C@@H]2CCC1)C(=O)OC)C#CC=1C=C(C=CC1)C)=O)CC ((3aR,4S,7aR)-methyl 4-(5-(diethylamino)-5-oxopentanoyloxy)-4-(m-tolylethynyl)octahydro-1H-indole-1-carboxylate). Reaction SMILES: [CH3:1][O:2][C:3]([N:5]1[C@@H:13]2[C@@H:8]([C@@:9]([OH:23])([C:14]#[C:15][C:16]3[CH:17]=[C:18]([CH3:22])[CH:19]=[CH:20][CH:21]=3)[CH2:10][CH2:11][CH2:12]2)[CH2:7][CH2:6]1)=[O:4].[CH2:24]([N:26]([CH2:35][CH3:36])[C:27]([CH2:29][CH2:30][CH2:31][C:32](O)=[O:33])=[O:28])[CH3:25]>>[CH2:35]([N:26]([CH2:24][CH3:25])[C:27](=[O:28])[CH2:29][CH2:30][CH2:31][C:32]([O:23][C@@:9]1([C:14]#[C:15][C:16]2[CH:17]=[C:18]([CH3:22])[CH:19]=[CH:20][CH:21]=2)[CH2:10][CH2:11][CH2:12][C@@H:13]2[C@H:8]1[CH2:7][CH2:6][N:5]2[C:3]([O:2][CH3:1])=[O:4])=[O:33])[CH3:36]. Reported procedure: Synthesis in analogy to the General Method 1 starting from (3aS,4R,7aS)-4-hydroxy-4-m-tolylethynyl-octahydro-indole-1-carboxylic acid methyl ester and 4-diethylcarbamoyl-butyric acid to yield (3aR,4S,7aR)-methyl 4-(5-(diethylamino)-5-oxopentanoyloxy)-4-(m-tolylethynyl)octahydro-1H-indole-1-carboxylate. MS [2M+NH4]=982; RT=1.23 min; UPLC Method I The reactants are CN1N=CC(=C1C)C(C)=O (1-(1,5-dimethyl-1H-pyrazol-4-yl)ethanone), BrN1C(CCC1=O)=O (N-bromosuccinimide). The reagents and catalysts are C(C1=CC=CC=C1)(=O)OOC(C1=CC=CC=C1)=O (benzoyl peroxide). The solvent is C1CCOC1 (THF). Product: BrCC1=C(C=NN1C)C=O (1-(5-(bromomethyl)-1-methyl-1H-pyrazol-4-yl)methanone). Yield: 82.7%. Reaction SMILES: [CH3:1][N:2]1[C:6]([CH3:7])=[C:5]([C:8](=[O:10])C)[CH:4]=[N:3]1.[Br:11]N1C(=O)CCC1=O>C1COCC1.C(OOC(=O)C1C=CC=CC=1)(=O)C1C=CC=CC=1>[Br:11][CH2:7][C:6]1[N:2]([CH3:1])[N:3]=[CH:4][C:5]=1[CH:8]=[O:10]. Reported procedure: To a stirred solution of 1-(1,5-dimethyl-1H-pyrazol-4-yl)ethanone (471 mg, 3.42 mmol) in THF (13 ml) was added N-bromosuccinimide (637 mg, 3.58 mmol) and benzoyl peroxide (41 mg, 0.17 mmol) at room temperature under nitrogen, then the resulting mixture was refluxed for 20 h. After cooling, the reaction mixture was evaporated to remove the solvents. The residue was chromatographed on a column of silica gel eluting with ethyl acetate-hexane (1:1) gave the title compound as white solid (574 mg, 78%... Reactants: O=C(OCC)C=1C=CN=CC1, [Zn].O=S(O)CF. The reagents and catalysts are OOC(C)(C)C. Solvent: O, FC=1C(F)=C(F)C(=C(F)C1F)C(F)(F)F. Reaction conditions: temperature 50 celsius, time 18 hour. The product is O=C(OCC)C=1C=C(N=C(C1)CF)CF, O=C(OCC)C=1C=CN=C(C1)CF. The yield is 4.0%. Starting materials: C(C1=CC=CC=C1)C1=NC=2N(C(N(C(C2N1)=O)CCC)=O)CCC1=CC=C(C=C1)[N+](=O)[O-] (8-Benzyl-3-[2-(4-nitrophenyl)ethyl]-1-propylxanthine), C([O-])([O-])=O.[Na+].[Na+] (sodium carbonate), C(C)NCCO (2-(ethylamino)ethanol), ClCCCl (1,2-dichloroethane). Conditions: temperature 120 celsius, time 4 hour. Yields the product C(C1=CC=CC=C1)C1=NC=2N(C(N(C(C2N1CCN(CCO)CC)=O)CCC)=O)CCC1=CC=C(C=C1)[N+](=O)[O-] (8-benzyl-7-[2-ethyl(2-hydroxyethyl)amino]ethyl-3-[2-(4-nitrophenyl)ethyl]-1-propylxanthine). RXN SMILES: [CH2:1]([C:8]1[NH:16][C:15]2[C:14](=[O:17])[N:13]([CH2:18][CH2:19][CH3:20])[C:12](=[O:21])[N:11]([CH2:22][CH2:23][C:24]3[CH:29]=[CH:28][C:27]([N+:30]([O-:32])=[O:31])=[CH:26][CH:25]=3)[C:10]=2[N:9]=1)[C:2]1[CH:7]=[CH:6][CH:5]=[CH:4][CH:3]=1.C(=O)([O-])[O-].[Na+].[Na+].[CH2:39]([NH:41][CH2:42][CH2:43][OH:44])[CH3:40].Cl[CH2:46][CH2:47]Cl>>[CH2:1]([C:8]1[N:16]([CH2:40][CH2:39][N:41]([CH2:46][CH3:47])[CH2:42][CH2:43][OH:44])[C:15]2[C:14](=[O:17])[N:13]([CH2:18][CH2:19][CH3:20])[C:12](=[O:21])[N:11]([CH2:22][CH2:23][C:24]3[CH:29]=[CH:28][C:27]([N+:30]([O-:32])=[O:31])=[CH:26][CH:25]=3)[C:10]=2[N:9]=1)[C:2]1[CH:7]=[CH:6][CH:5]=[CH:4][CH:3]=1 |f:1.2.3|. Procedure details: A mixture of 2.1 gm of 8-benzyl-3-[2-(4-nitrophenyl)ethyl]-1-propylxanthine (9), 1.02 gm of sodium carbonate, 3.82 ml of 1,2-dichloroethane and 0.59 ml of 2-(ethylamino)ethanol was heated in a steel pressure vessel under argon at 120 degrees C. for 3-5 hours*. The mixture was then cooled and vented to the atmosphere. The semisolid reaction mixture was triturated several times with 5-10 ml portions of methanol followed by methylene chloride and the combined solutions were evaporated to dryness. T...